From a dataset of the Open Reaction Database (ORD), a public repository of structured organic reaction records. describe an organic reaction: reactants, conditions, products, and yield Reaction SMILES: [CH3:1][N:2]([CH2:3][CH2:4][CH2:5][c:6]1[cH:7][cH:8][c:9]2[cH:10][cH:11][n:12](-[c:17]3[cH:18][c:19]([C:20](=[O:21])[O:22][CH3:23])[cH:24][cH:25][c:26]3[CH3:27])[c:13](=[O:16])[c:14]2[cH:15]1)[CH3:28].[CH3:32][OH:33].[ClH:31].[Na+:30].[OH-:29]>>[CH3:1][N:2]([CH2:3][CH2:4][CH2:5][c:6]1[cH:7][cH:8][c:9]2[cH:10][cH:11][n:12](-[c:17]3[cH:18][c:19]([C:20](=[O:21])[OH:22])[cH:24][cH:25][c:26]3[CH3:27])[c:13](=[O:16])[c:14]2[cH:15]1)[CH3:28]. Product: Cc1ccc(C(=O)O)cc1-n1ccc2ccc(CCCN(C)C)cc2c1=O. Starting materials: COC(=O)c1ccc(C)c(-n2ccc3ccc(CCCN(C)C)cc3c2=O)c1, CO, Cl, [Na+], [OH-]. The reactants are FC=1C=C(C=CC1F)N1N=CC(=C(C1=O)OCCOC(C)C)C1=CC=C(C=C1)S(=O)(=O)C (2-(3,4-difluorophenyl)-4-[2-(2-propoxy)ethoxy]-5-[4-(methylsulfonyl)phenyl]-3(2H)-pyridazinone), N (NH3). The product is FC=1C=C(C=CC1F)N1N=CC(=C(C1=O)OCCOC(C)C)C1=CC=C(C=C1)S(=O)(=O)N (2-(3,4-Difluorophenyl)-4-[2-(2-propoxy)ethoxy]-5-[4-(aminosulfonyl)phenyl]-3(2H)-pyridazinone). Reaction SMILES: [F:1][C:2]1[CH:3]=[C:4]([N:9]2[C:14](=[O:15])[C:13]([O:16][CH2:17][CH2:18][O:19][CH:20]([CH3:22])[CH3:21])=[C:12]([C:23]3[CH:28]=[CH:27][C:26]([S:29](C)(=[O:31])=[O:30])=[CH:25][CH:24]=3)[CH:11]=[N:10]2)[CH:5]=[CH:6][C:7]=1[F:8].[NH3:33]>>[F:1][C:2]1[CH:3]=[C:4]([N:9]2[C:14](=[O:15])[C:13]([O:16][CH2:17][CH2:18][O:19][CH:20]([CH3:22])[CH3:21])=[C:12]([C:23]3[CH:28]=[CH:27][C:26]([S:29]([NH2:33])(=[O:31])=[O:30])=[CH:25][CH:24]=3)[CH:11]=[N:10]2)[CH:5]=[CH:6][C:7]=1[F:8]. Procedure: The title compound was prepared according to the method of Example 384, substituting 2-(3,4-difluorophenyl)-4-[2-(2-propoxy)ethoxy]-5-[4-(methylsulfonyl)phenyl]-3(2H)-pyridazinone in place of 2-benzyl-4-(4-fluorophenyl)-5-[4-(methylsulfonyl)phenyl]-3(2H)-pyridazinone (yield: 110 mg, 34%). mp 54-56° C. 1H NMR (300 MHz, DMSO-d6) δ 1.0 (d, 6H), 3.43 (m, 1H), 3.54 (m, 2H), 4.63 (m, 2H), 7.5 (m, 3H), 7.6 (m, 1H), 7.8 (m, 1H), 7.95 (m, 4H), 8.2 (s, 1H). MS (DCI/NH3) m/z 466 (M+H)+, 483 (M+NH4)+. Anal.... Procedure details: The filtrate from Example 1 is freed from methoanol by distillation, the residue is returned to the reaction vessel, and 562.5 g (5 mol) of chlorobenzene is added. chlorobenzenesulfonic acid chloride is formed by adding 476 g (4 mol) of chlorosulfonic acid and 466 g (4 mol) of thionyl chloride, the mixture is heated to 195° C., and 337.5 g (3 mol) of chlorobenzene is added at such a rate that the temperature does not fall. the charge is subsequently treated as described in Example 1, giving 850 ... Conditions: temperature 195 celsius. Reactants: ClS(=O)(=O)O (chlorosulfonic acid), S(=O)(Cl)Cl (thionyl chloride), ClC1=CC=CC=C1 (chlorobenzene). RXN SMILES: Cl[S:2]([OH:5])(=O)=[O:3].S(Cl)(Cl)=O.[Cl:10][C:11]1[CH:16]=[CH:15][CH:14]=[CH:13][CH:12]=1>>[CH:15]1[CH:16]=[C:11]([Cl:10])[CH:12]=[C:13]([S:2]([C:13]2[CH:14]=[CH:15][CH:16]=[C:11]([Cl:10])[CH:12]=2)(=[O:5])=[O:3])[CH:14]=1. Product: C1=CC(=CC(=C1)Cl)S(=O)(=O)C2=CC(=CC=C2)Cl (dichlorodiphenyl sulfone). The yield is 197.3%. The reactants are CCOC(C)=O, CN(C(=O)CC(CCOS(C)(=O)=O)c1ccccc1)c1ccc(Cl)cc1, CN(C)C=O, O, c1ccc(CN2CCNCC2)cc1. As a reaction SMILES: [CH3:40][CH2:41][O:42][C:43]([CH3:44])=[O:45].[Cl:1][c:2]1[cH:3][cH:4][c:5]([N:8]([C:9]([CH2:10][CH:11]([c:12]2[cH:13][cH:14][cH:15][cH:16][cH:17]2)[CH2:18][CH2:19][O:20][S:21]([CH3:22])(=[O:23])=[O:24])=[O:25])[CH3:26])[cH:6][cH:7]1.[O:47]=[CH:48][N:49]([CH3:50])[CH3:51].[OH2:46].[c:27]1([CH2:33][N:34]2[CH2:35][CH2:36][NH:37][CH2:38][CH2:39]2)[cH:28][cH:29][cH:30][cH:31][cH:32]1>>[Cl:1][c:2]1[cH:3][cH:4][c:5]([N:8]([C:9]([CH2:10][CH:11]([c:12]2[cH:13][cH:14][cH:15][cH:16][cH:17]2)[CH2:18][CH2:19][N:37]2[CH2:36][CH2:35][N:34]([CH2:33][c:27]3[cH:28][cH:29][cH:30][cH:31][cH:32]3)[CH2:39][CH2:38]2)=[O:25])[CH3:26])[cH:6][cH:7]1. Yields the product CN(C(=O)CC(CCN1CCN(Cc2ccccc2)CC1)c1ccccc1)c1ccc(Cl)cc1. The reactants are ClC=1C(=NC=CC1)N1N=C(C=C1C(=O)NC1=C(C=C(C=C1C(=O)NC)I)C)C(F)(F)F (1-(3-chloro-2-pyridinyl)-N-[4-iodo-2-methyl-6-[(methylamino)carbonyl]phenyl]-3-(trifluoromethyl)-1H-pyrazole-5-carboxamide), ClC=1C(=NC=CC1)N1N=C(C=C1C(=O)NC1=C(C=C(C=C1C(=O)NC)I)C)C(F)(F)F (1-(3-chloro-2-pyridinyl)-N-[4-iodo-2-methyl-6-[(methylamino)carbonyl]phenyl]-3-(trifluoromethyl)-1H-pyrazole-5-carboxamide), tetrakis(triphenyphosphine)palladium(0), [Cu]C#N (copper(I) cyanide). Reagents/catalysts: [Cu]I (copper(I) iodide). Run in O1CCCC1 (tetrahydrofuran), C(C)(=O)OCC (ethyl acetate). The product is ClC=1C(=NC=CC1)N1N=C(C=C1C(=O)NC1=C(C=C(C=C1C(=O)NC)C#N)C)C(F)(F)F (1-(3-chloro-2-pyridinyl)-N-[4-cyano-2-methyl-6-[(methylamino)carbonyl]phenyl]-3-(trifluoromethyl)-1H-pyrazole-5-carboxamide). As a reaction SMILES: [Cl:1][C:2]1[C:3]([N:8]2[C:12]([C:13]([NH:15][C:16]3[C:21]([C:22]([NH:24][CH3:25])=[O:23])=[CH:20][C:19](I)=[CH:18][C:17]=3[CH3:27])=[O:14])=[CH:11][C:10]([C:28]([F:31])([F:30])[F:29])=[N:9]2)=[N:4][CH:5]=[CH:6][CH:7]=1.[Cu][C:33]#[N:34]>O1CCCC1.C(OCC)(=O)C.[Cu]I>[Cl:1][C:2]1[C:3]([N:8]2[C:12]([C:13]([NH:15][C:16]3[C:21]([C:22]([NH:24][CH3:25])=[O:23])=[CH:20][C:19]([C:33]#[N:34])=[CH:18][C:17]=3[CH3:27])=[O:14])=[CH:11][C:10]([C:28]([F:31])([F:30])[F:29])=[N:9]2)=[N:4][CH:5]=[CH:6][CH:7]=1. Procedure: To a solution of 1-(3-chloro-2-pyridinyl)-N-[4-iodo-2-methyl-6-[(methylamino)carbonyl]phenyl]-3-(trifluoromethyl)-1H-pyrazole-5-carboxamide (i.e. the diamide product of Step A) (410 mg, 0.72 mmol) in tetrahydrofuran (8 mL) was added copper(I) iodide (24 mg, 0.126 mmol), tetrakis(triphenyphosphine)palladium(0) (70 mg, 0.060 mmol) and copper(I) cyanide (640 mg, 7.2 mmol) sequentially at room temperature. The reaction mixture was heated at reflux for 4.5 hours. Thin layer chromatography on silica g...